From a dataset of the Open Reaction Database (ORD), a public repository of structured organic reaction records. describe an organic reaction: reactants, conditions, products, and yield As a reaction SMILES: [C:1]1([C:11](=[O:26])[CH2:12][C:13]([O:15][C:16]([CH3:25])([CH2:19][CH2:20][CH:21]=[C:22]([CH3:24])[CH3:23])[CH:17]=[CH2:18])=[O:14])C2C(=CC=CC=2)C=CC=1.CC(O)(CCC=C(C)C)C=C.C=C1OC(=O)C1>>[O:26]=[C:11]([CH3:1])[CH2:12][C:13]([O:15][C:16]([CH3:25])([CH2:19][CH2:20][CH:21]=[C:22]([CH3:24])[CH3:23])[CH:17]=[CH2:18])=[O:14]. Product: O=C(CC(=O)OC(C=C)(CCC=C(C)C)C)C (3,7-dimethyl-1,6-octadien-3-yl 3-oxo-butyrate). Reactants: C1(=CC=CC2=CC=CC=C12)C(CC(=O)OC(C=C)(CCC=C(C)C)C)=O (3,7-dimethyl-1,6-octadien-3-yl 3-(naphthyl)-3-oxo-propionate), C=C1CC(=O)O1 (diketene), β-ketoester, CC(C=C)(CCC=C(C)C)O (3,7-dimethyl-1,6-octadien-3-ol). Procedure details: The pro-accord 3,7-dimethyl-1,6-octadien-3-yl 3-(naphthyl)-3-oxo-propionate, which is a β-ketoester pro-accord, is prepared by treating 3,7-dimethyl-1,6-octadien-3-ol (linalool), which is a fragrance raw material according to the present invention, with diketene under suitable conditions to form intermediate 3,7-dimethyl-1,6-octadien-3-yl 3-oxo-butyrate, which is subsequently treated with 2-naphthoyl chloride to yield the pro-accord. 3,7-Dimethyl-1,6-octadien-3-yl 3-(β-naphthyl)-3-oxo-propionate... Procedure: The title compound, white solid, m.p. 124° C. and MS: m/e=315 (M+) was prepared in accordance with the general method of example 1e from (RS)-2-p-tolyl-pyrrolidine and toluene-4-sulfonyl chloride. Reaction SMILES: [C:1]1([CH3:12])[CH:6]=[CH:5][C:4]([CH:7]2[CH2:11][CH2:10][CH2:9][NH:8]2)=[CH:3][CH:2]=1.[C:13]1([CH3:23])[CH:18]=[CH:17][C:16]([S:19](Cl)(=[O:21])=[O:20])=[CH:15][CH:14]=1>>[C:13]1([CH3:23])[CH:18]=[CH:17][C:16]([S:19]([N:8]2[CH2:9][CH2:10][CH2:11][CH:7]2[C:4]2[CH:5]=[CH:6][C:1]([CH3:12])=[CH:2][CH:3]=2)(=[O:21])=[O:20])=[CH:15][CH:14]=1. Starting materials: C1(=CC=C(C=C1)C1NCCC1)C ((RS)-2-p-tolyl-pyrrolidine), C1(=CC=C(C=C1)S(=O)(=O)Cl)C (toluene-4-sulfonyl chloride). Product: C1(=CC=C(C=C1)S(=O)(=O)N1C(CCC1)C1=CC=C(C=C1)C)C ((RS)-1-(Toluene-4-sulfonyl)-2-p-tolyl-pyrrolidine). Reactants: [OH-].[K+] (potassium hydroxide), C(C)NCC (diethylamine), C(=S)=S (carbon disulfide), [Cl-].[Ga+3].[Cl-].[Cl-] (gallium chloride), C(C)N(C([S-])=S)CC.[K+] (potassium diethyldithiocarbamate), [Cl-].[Ga+3].[Cl-].[Cl-] (gallium chloride). Solvent: O1CCCC1 (THF), O1CCCC1 (tetrahydrofuran), O1CCCC1 (THF), ice water, ice water. Product: C(C)N(C([S-])=S)CC.[Ga+3].C(C)N(C([S-])=S)CC.C(C)N(C([S-])=S)CC (gallium diethyldithiocarbamate). As a reaction SMILES: [Cl-].[Ga+3:2].[Cl-].[Cl-].[CH2:5]([N:7]([CH2:11][CH3:12])[C:8](=[S:10])[S-:9])[CH3:6].[K+].[OH-].[K+].C(NCC)C.C(=S)=S>O1CCCC1>[CH2:5]([N:7]([CH2:11][CH3:12])[C:8](=[S:9])[S-:10])[CH3:6].[Ga+3:2].[CH2:5]([N:7]([CH2:11][CH3:12])[C:8](=[S:9])[S-:10])[CH3:6].[CH2:5]([N:7]([CH2:11][CH3:12])[C:8](=[S:9])[S-:10])[CH3:6] |f:0.1.2.3,4.5,6.7,11.12.13.14|. Procedure details: This compound was prepared by a double decomposition reaction between gallium chloride and potassium diethyldithiocarbamate. The former was purchased from a chemical supply house; the latter was synthesized as follows: to 43.0 g (0.769 moles) of potassium hydroxide and 56.3 g (0.769 moles) of diethylamine in a flask, 59.9 g (0.786 moles) of carbon disulfide was dropped dropwise while the flask was cooled in ice water. A solid product was formed from the combination of these reactants. It was dis...